This data is from the Open Reaction Database (ORD), a public repository of structured organic reaction records. The task is: describe an organic reaction: reactants, conditions, products, and yield The reactants are CCOC(=O)c1ccc(C#Cc2ccc3c(c2)C(c2ccc(CC)cc2)=CC(C)(C)S3)cc1, C1CCOC1, CCO, Cl, [Na+], [OH-]. The product is CCc1ccc(C2=CC(C)(C)Sc3ccc(C#Cc4ccc(C(=O)O)cc4)cc32)cc1. RXN SMILES: [CH2:1]([CH3:2])[c:3]1[cH:4][cH:5][c:6]([C:9]2=[CH:10][C:11]([CH3:32])([CH3:33])[S:12][c:13]3[cH:14][cH:15][c:16]([C:19]#[C:20][c:21]4[cH:22][cH:23][c:24]([C:25](=[O:26])[O:27][CH2:28][CH3:29])[cH:30][cH:31]4)[cH:17][c:18]32)[cH:7][cH:8]1.[CH2:37]1[O:38][CH2:39][CH2:40][CH2:41]1.[CH3:42][CH2:43][OH:44].[ClH:36].[Na+:35].[OH-:34]>>[CH2:1]([CH3:2])[c:3]1[cH:4][cH:5][c:6]([C:9]2=[CH:10][C:11]([CH3:32])([CH3:33])[S:12][c:13]3[cH:14][cH:15][c:16]([C:19]#[C:20][c:21]4[cH:22][cH:23][c:24]([C:25](=[O:26])[OH:27])[cH:30][cH:31]4)[cH:17][c:18]32)[cH:7][cH:8]1. Starting materials: C(C)OC(C(OCC)N1C(C(=CC=C1)N)=O)=O ((RS)-(3-amino-2-oxo-2H-pyridin-1-yl)-ethoxy-acetic acid ethyl ester), COC=1C=C(C=CC1)B(O)O (3-methoxy phenylboronic acid). Product: C(C)OC(C(N1C(C(=CC=C1)NC1=CC(=CC=C1)OC)=O)OCC)=O ((RS)-ethoxy-[3-(3-methoxy-phenylamino)-2-oxo-2H-pyridin-1-yl]-acetic acid ethyl ester). Reaction SMILES: [CH2:1]([O:3][C:4](=[O:17])[CH:5]([N:9]1[CH:14]=[CH:13][CH:12]=[C:11]([NH2:15])[C:10]1=[O:16])[O:6][CH2:7][CH3:8])[CH3:2].[CH3:18][O:19][C:20]1[CH:21]=[C:22](B(O)O)[CH:23]=[CH:24][CH:25]=1>>[CH2:1]([O:3][C:4](=[O:17])[CH:5]([O:6][CH2:7][CH3:8])[N:9]1[CH:14]=[CH:13][CH:12]=[C:11]([NH:15][C:24]2[CH:23]=[CH:22][CH:21]=[C:20]([O:19][CH3:18])[CH:25]=2)[C:10]1=[O:16])[CH3:2]. Procedure: Using an analogous procedure as described in example 21.1, (RS)-(3-amino-2-oxo-2H-pyridin-1-yl)-ethoxy-acetic acid ethyl ester (example 19.2) was reacted with 3-methoxy phenylboronic acid to give (RS)-ethoxy-[3-(3-methoxy-phenylamino)-2-oxo-2H-pyridin-1-yl]-acetic acid ethyl ester. Light green gum. MS 347.4 ([M+H]+)